From a dataset of the Open Reaction Database (ORD), a public repository of structured organic reaction records. describe an organic reaction: reactants, conditions, products, and yield Starting materials: C(C1=CC=CC=C1)(=O)[O-] (benzoate), CC1(CC=C(C=2C=C(C=CC12)C#CC1=CC=C(C(=O)OCC)C=C1)C(C)(C)C)C (Ethyl 4-[(7,8-dihydro-8,8-dimethyl-5-(1,1-dimethylethyl)naphth-3-yl)ethynyl]benzoate), FC(S(=O)(=O)OC=1C=2C=C(C=CC2C(CC1)(C)C)C#CC1=CC=C(C(=O)OCC)C=C1)(F)F (ethyl 4-[(5-trifluoromethylsulfonyloxy-7,8-dihydro-8,8-dimethylnaphth-3-yl)ethynyl]benzoate), FC(S(=O)(=O)OC=1C=2C=C(C=CC2C(CC1)(C)C)C#CC1=CC=C(C(=O)OCC)C=C1)(F)F (ethyl 4-[(5-trifluoromethylsulfonyloxy-7,8-dihydro-8,8-dimethylnaphth-3-yl)ethynyl]benzoate). Yields the product CC=1C=2C=C(C=CC2C(CC1)(C)C)C#CC1=CC=C(C(=O)OCC)C=C1 (Ethyl 4-[(7,8-dihydro-5,8,8-trimethylnaphth-3-yl)ethynyl]benzoate). Isolated yield 0.5%. RXN SMILES: C([O-])(=O)C1C=CC=CC=1.[CH3:10][C:11]1([CH3:38])[C:20]2[CH:19]=[CH:18][C:17]([C:21]#[C:22][C:23]3[CH:33]=[CH:32][C:26]([C:27]([O:29][CH2:30][CH3:31])=[O:28])=[CH:25][CH:24]=3)=[CH:16][C:15]=2[C:14]([C:34](C)(C)C)=[CH:13][CH2:12]1.FC(F)(F)S(OC1C2C=C(C#CC3C=CC(C(OCC)=O)=CC=3)C=CC=2C(C)(C)CC=1)(=O)=O>>[CH3:34][C:14]1[C:15]2[CH:16]=[C:17]([C:21]#[C:22][C:23]3[CH:33]=[CH:32][C:26]([C:27]([O:29][CH2:30][CH3:31])=[O:28])=[CH:25][CH:24]=3)[CH:18]=[CH:19][C:20]=2[C:11]([CH3:10])([CH3:38])[CH2:12][CH:13]=1. Procedure details: Employing the same general procedure as for the preparation of ethyl 4-(7,8-dihydro-8,8-dimethyl-5-(1,1-dimethylethyl)naphth-3-yl)ethynyl]benzoate (Compound 71), 250 mg (0.52 mmol) of ethyl 4-[(5-trifluoromethylsulfonyloxy-7,8-dihydro-8,8-dimethylnaphth-3-yl)ethynyl]benzoate (Compound 66) was converted into the title compound (HPLC Partisil 10, 0.5% EtOAC-hexanes) using 70.2 mg (0.78 mmol) of cuprous cyanide, 33.2 mg (0.78 mmol) of lithium chloride and 34.5 mg (1.28 ml, 1.57 mmol) of methyllithi... Product: O=C(OCc1ccccc1)c1ccccc1. The reactants are O=C([O-])[O-], ClCc1ccccc1, ClCCl, [K+], [K+], O, O=C(O)c1ccccc1. RXN SMILES: [C:18](=[O:19])([O-:20])[O-:21].[Cl:10][CH2:11][c:12]1[cH:13][cH:14][cH:15][cH:16][cH:17]1.[Cl:24][CH2:25][Cl:26].[K+:22].[K+:23].[OH2:27].[OH:1][C:2](=[O:3])[c:4]1[cH:5][cH:6][cH:7][cH:8][cH:9]1>>[O:1]([C:2](=[O:3])[c:4]1[cH:5][cH:6][cH:7][cH:8][cH:9]1)[CH2:11][c:12]1[cH:13][cH:14][cH:15][cH:16][cH:17]1. Reactants: CO, NC1(C(=O)O)CCCC1, O=S(Cl)Cl. The product is COC(=O)C1(N)CCCC1. RXN SMILES: [CH3:14][OH:15].[NH2:1][C:2]1([C:7](=[O:8])[OH:9])[CH2:3][CH2:4][CH2:5][CH2:6]1.[S:10]([Cl:11])([Cl:12])=[O:13]>>[NH2:1][C:2]1([C:7](=[O:8])[O:9][CH3:14])[CH2:3][CH2:4][CH2:5][CH2:6]1.